Dataset: the Open Reaction Database (ORD), a public repository of structured organic reaction records. Task: describe an organic reaction: reactants, conditions, products, and yield Reactants: FC=1C=C(C=C(C1)F)S(=O)(=O)C=1C=C2C(=NN(C2=CC1)C(C1=CC=CC=C1)(C1=CC=CC=C1)C1=CC=CC=C1)NC(C1=CC=C(C=C1)C(=O)N1CCC(CC1)N1CCCC1)=O (N-[5-(3,5-difluoro-benzenesulfonyl)-1-trityl-1H-indazol-3-yl]-4-(4-pyrrolidin-1-yl-piperidine-1-carbonyl)-benzamide), Cl (hydrochloric acid), CO (methanol). The solvent is O1CCOCC1 (1,4-dioxane), O1CCOCC1 (1,4-dioxane). Reaction conditions: time 2 day. Yields the product FC=1C=C(C=C(C1)F)S(=O)(=O)C=1C=C2C(=NNC2=CC1)NC(C1=CC=C(C=C1)C(=O)N1CCC(CC1)N1CCCC1)=O (N-[5-(3,5-difluoro-benzenesulfonyl)-1H-indazol-3-yl]-4-(4-pyrrolidin-1-yl-piperidine-1-carbonyl)-benzamide). As a reaction SMILES: [F:1][C:2]1[CH:3]=[C:4]([S:9]([C:12]2[CH:13]=[C:14]3[C:18](=[CH:19][CH:20]=2)[N:17](C(C2C=CC=CC=2)(C2C=CC=CC=2)C2C=CC=CC=2)[N:16]=[C:15]3[NH:40][C:41](=[O:61])[C:42]2[CH:47]=[CH:46][C:45]([C:48]([N:50]3[CH2:55][CH2:54][CH:53]([N:56]4[CH2:60][CH2:59][CH2:58][CH2:57]4)[CH2:52][CH2:51]3)=[O:49])=[CH:44][CH:43]=2)(=[O:11])=[O:10])[CH:5]=[C:6]([F:8])[CH:7]=1.Cl.CO>O1CCOCC1>[F:1][C:2]1[CH:3]=[C:4]([S:9]([C:12]2[CH:13]=[C:14]3[C:18](=[CH:19][CH:20]=2)[NH:17][N:16]=[C:15]3[NH:40][C:41](=[O:61])[C:42]2[CH:43]=[CH:44][C:45]([C:48]([N:50]3[CH2:55][CH2:54][CH:53]([N:56]4[CH2:60][CH2:59][CH2:58][CH2:57]4)[CH2:52][CH2:51]3)=[O:49])=[CH:46][CH:47]=2)(=[O:11])=[O:10])[CH:5]=[C:6]([F:8])[CH:7]=1. Procedure details: The crude N-[5-(3,5-difluoro-benzenesulfonyl)-1-trityl-1H-indazol-3-yl]-4-(4-pyrrolidin-1-yl-piperidine-1-carbonyl)-benzamide was treated with 15 mL of 1,4-dioxane and with 4M hydrochloric acid in 1,4-dioxane (4 mL). The mixture was stirred at room temperature for 2 days then treated with methanol (15 mL) and stirred for additional 3 hours. The solvents were removed under reduced pressure and the residue taken up with ethyl acetate, washed with 10% aqueous ammonium hydroxide, dried over sodium s... Starting materials: C1CCOC1, C[Si](C)(C)C(F)(F)F, CO, ClC(Cl)Cl, Cc1ccncc1N1CCN(c2ccc(C=O)c(F)c2)C1=O, [K+], [K+], O=C([O-])[O-], CN(C)C=O. Yields the product Cc1ccncc1N1CCN(c2ccc(C(O)C(F)(F)F)c(F)c2)C1=O. As a reaction SMILES: [CH2:9]1[O:10][CH2:11][CH2:12][CH2:13]1.[CH3:1][Si:2]([C:3]([F:4])([F:5])[F:6])([CH3:7])[CH3:8].[CH3:51][OH:52].[Cl:47][CH:48]([Cl:49])[Cl:50].[F:20][c:21]1[c:22]([CH:23]=[O:24])[cH:25][cH:26][c:27]([N:29]2[C:30](=[O:41])[N:31]([c:34]3[cH:35][n:36][cH:37][cH:38][c:39]3[CH3:40])[CH2:32][CH2:33]2)[cH:28]1.[K+:14].[K+:15].[O-:16][C:17]([O-:18])=[O:19].[O:42]=[CH:43][N:44]([CH3:45])[CH3:46]>>[C:3]([F:4])([F:5])([F:6])[CH:23]([c:22]1[c:21]([F:20])[cH:28][c:27]([N:29]2[C:30](=[O:41])[N:31]([c:34]3[cH:35][n:36][cH:37][cH:38][c:39]3[CH3:40])[CH2:32][CH2:33]2)[cH:26][cH:25]1)[OH:24]. Starting materials: O=C([O-])[O-], C#CCBr, Cc1ccccc1, CC#N, Nc1ccc2c(c1)OC(F)(F)C(F)(F)O2, [K+], [K+]. Product: C#CCNc1ccc2c(c1)OC(F)(F)C(F)(F)O2. Reaction SMILES: [C:16](=[O:17])([O-:18])[O-:19].[CH2:22]([C:23]#[CH:24])[Br:25].[CH3:26][c:27]1[cH:28][cH:29][cH:30][cH:31][cH:32]1.[CH3:33][C:34]#[N:35].[F:1][C:2]1([F:15])[C:3]([F:13])([F:14])[O:4][c:5]2[c:6]([cH:8][cH:9][c:10]([NH2:12])[cH:11]2)[O:7]1.[K+:20].[K+:21]>>[F:1][C:2]1([F:15])[C:3]([F:13])([F:14])[O:4][c:5]2[c:6]([cH:8][cH:9][c:10]([NH:12][CH2:24][C:23]#[CH:22])[cH:11]2)[O:7]1. Starting materials: C=1(C(=CC=CC1)N)N (benzene-1,2-diamine), C1(CC1)C=O (cyclopropanecarbaldehyde), [BH3-]C#N.[Na+] (NaCNBH3), C(C)(=O)O (acetic acid). The solvent is CO (MeOH). Run at time 8 hour. The product is C1(CC1)CNC=1C(=CC=CC1)N (N-cyclopropylmethyl-benzene-1,2-diamine). Reaction SMILES: [C:1]1([NH2:8])[C:2]([NH2:7])=[CH:3][CH:4]=[CH:5][CH:6]=1.[CH:9]1([CH:12]=O)[CH2:11][CH2:10]1.[BH3-]C#N.[Na+].C(O)(=O)C>CO>[CH:9]1([CH2:12][NH:7][C:2]2[C:1]([NH2:8])=[CH:6][CH:5]=[CH:4][CH:3]=2)[CH2:11][CH2:10]1 |f:2.3|. Reported procedure: To a solution of benzene-1,2-diamine (1.62 g, 15.0 mmol) and cyclopropanecarbaldehyde (1.05 g, 15.0 mmol) in MeOH (15 mL) at 0° C. was added NaCNBH3 (2.07 g, 33.0 mmol) and acetic acid (0.2 mL). The ice bath was removed and the resulting mixture was stirred at room temperature overnight. The resulting mixture was then diluted with EtOAc, washed with H2O, dried over Na2SO4, filtered, and concentrated in vacuo. The resultant residue was purified by flash column chromatography (SiO2), eluting with ... Reactants: resultant mixture, [BH4-].[Na+] (Sodium borohydride), C1(=CC=CC=C1)S(=O)(=O)CC1=CC=C(C(=C1C(=O)OC)O)C1=C(OC=C1)C=O (methyl 6-(benzenesulfonylmethyl)-3-(2-formylfuran-3-yl)-2-hydroxybenzoate), C1(=CC=CC=C1)S(=O)(=O)CC1=CC=C(C(=C1C(=O)OC)O)C1=C(OC=C1)C=O (methyl 6-(benzenesulfonylmethyl)-3-(2-formylfuran-3-yl)-2-hydroxybenzoate), [Cl-].[NH4+] (ammonium chloride), C(C)(=O)OCC (ethyl acetate). The solvent is CO (methanol), C1CCOC1 (THF), O (water). The product is C1(=CC=CC=C1)S(=O)(=O)CC1=CC=C(C(=C1C(=O)OC)O)C1=C(OC=C1)CO (methyl 6-(benzenesulfonylmethyl)-2-hydroxy-3-(2-hydroxymethylfuran-3-yl)-benzoate). The yield is 96.5%. Reaction SMILES: [BH4-].[Na+].[C:3]1([S:9]([CH2:12][C:13]2[C:18]([C:19]([O:21][CH3:22])=[O:20])=[C:17]([OH:23])[C:16]([C:24]3[CH:28]=[CH:27][O:26][C:25]=3[CH:29]=[O:30])=[CH:15][CH:14]=2)(=[O:11])=[O:10])[CH:8]=[CH:7][CH:6]=[CH:5][CH:4]=1.[Cl-].[NH4+].C(OCC)(=O)C>CO.C1COCC1.O>[C:3]1([S:9]([CH2:12][C:13]2[C:18]([C:19]([O:21][CH3:22])=[O:20])=[C:17]([OH:23])[C:16]([C:24]3[CH:28]=[CH:27][O:26][C:25]=3[CH2:29][OH:30])=[CH:15][CH:14]=2)(=[O:11])=[O:10])[CH:4]=[CH:5][CH:6]=[CH:7][CH:8]=1 |f:0.1,3.4|. Procedure: Sodium borohydride (0.031 g) was added to a solution of methyl 6-(benzenesulfonylmethyl)-3-(2-formylfuran-3-yl)-2-hydroxybenzoate (Intermediate 28, 0.67 g) in methanol (6 mL) and THF (12 mL) at 0° C. and the resultant mixture was stirred at 0° C. for 10 minutes. Saturated aqueous ammonium chloride, ethyl acetate and water were added and the organic layer was separated, washed with brine, dried (Na2SO4) and filtered. The filtrate was evaporated to dryness and the residue was purified by chromatog...